From a dataset of the Open Reaction Database (ORD), a public repository of structured organic reaction records. describe an organic reaction: reactants, conditions, products, and yield Reactants: OC(CNCCNC1=CC=C(C=2C(C3=C(C=CC(=C3C(C12)=O)O)O)=O)NCCNCC(C)O)C (1,4-bis[2-(2- hydroxypropylamino)ethylamino]-5,8-dihydroxyanthraquinone), C(C(O)C)(=O)O (DL-lactic acid), C(C)O (ethanol). Run in CC(=O)C (acetone). Yields the product C(C(O)C)(=O)O.C(C(O)C)(=O)O.OC(CNCCNC1=CC=C(C=2C(C3=C(C=CC(=C3C(C12)=O)O)O)=O)NCCNCC(C)O)C (1,4-Bis[2-(2-hydroxypropylamino)ethylamino]-5,8-dihydroxyanthraquinone dilactate salt). Reaction SMILES: [OH:1][CH:2]([CH3:34])[CH2:3][NH:4][CH2:5][CH2:6][NH:7][C:8]1[C:21]2[C:20](=[O:22])[C:19]3[C:14](=[C:15]([OH:24])[CH:16]=[CH:17][C:18]=3[OH:23])[C:13](=[O:25])[C:12]=2[C:11]([NH:26][CH2:27][CH2:28][NH:29][CH2:30][CH:31]([OH:33])[CH3:32])=[CH:10][CH:9]=1.[C:35]([OH:40])(=[O:39])[CH:36]([CH3:38])[OH:37].C(O)C>CC(C)=O>[C:35]([OH:40])(=[O:39])[CH:36]([CH3:38])[OH:37].[C:35]([OH:40])(=[O:39])[CH:36]([CH3:38])[OH:37].[OH:1][CH:2]([CH3:34])[CH2:3][NH:4][CH2:5][CH2:6][NH:7][C:8]1[C:21]2[C:20](=[O:22])[C:19]3[C:14](=[C:15]([OH:24])[CH:16]=[CH:17][C:18]=3[OH:23])[C:13](=[O:25])[C:12]=2[C:11]([NH:26][CH2:27][CH2:28][NH:29][CH2:30][CH:31]([OH:33])[CH3:32])=[CH:10][CH:9]=1 |f:4.5.6|. Reported procedure: A mixture of 228 mg. of 1,4-bis[2-(2- hydroxypropylamino)ethylamino]-5,8-dihydroxyanthraquinone, 120 mg. of 80% DL-lactic acid, and 10 ml. of ethanol is heated on a steam bath for 10 minutes, cooled, treated with 50 ml. of acetone and cooled to obtain the title compound.